Dataset: the Open Reaction Database (ORD), a public repository of structured organic reaction records. Task: describe an organic reaction: reactants, conditions, products, and yield Starting materials: N (ammonia), S1(=O)(=O)CCCC1 (sulfolane), F[B-](F)(F)F.O=[N+]=O (nitronium tetrafluoroborate), COC1=NC(=NC(=C1)OC)OC1=C(C=2C=C(NC2C=C1)C)C(=O)OCC=C (allyl 5-[(4,6-dimethoxypyrimidin-2-yl)oxy]-2-methylindol-4-carboxylate). The solvent is C(C)#N (acetonitrile). Reaction conditions: temperature -30 celsius, time 5 hour. Yields the product COC1=NC(=NC(=C1)OC)OC1=C(C=2C(=C(NC2C=C1)C)[N+](=O)[O-])C(=O)OCC=C (Allyl 5-[(4,6-Dimethoxypyrimidin-2-yl)oxy]-2-methyl-3-nitroindol-4-carboxylate). Isolated yield 55.0%. RXN SMILES: [CH3:1][O:2][C:3]1[CH:8]=[C:7]([O:9][CH3:10])[N:6]=[C:5]([O:11][C:12]2[CH:20]=[CH:19][C:18]3[NH:17][C:16]([CH3:21])=[CH:15][C:14]=3[C:13]=2[C:22]([O:24][CH2:25][CH:26]=[CH2:27])=[O:23])[N:4]=1.S1(CCCC1)(=O)=O.F[B-](F)(F)F.[O:40]=[N+:41]=[O:42].N>C(#N)C>[CH3:10][O:9][C:7]1[CH:8]=[C:3]([O:2][CH3:1])[N:4]=[C:5]([O:11][C:12]2[CH:20]=[CH:19][C:18]3[NH:17][C:16]([CH3:21])=[C:15]([N+:41]([O-:42])=[O:40])[C:14]=3[C:13]=2[C:22]([O:24][CH2:25][CH:26]=[CH2:27])=[O:23])[N:6]=1 |f:2.3|. Reported procedure: 2.0 g of allyl 5-[(4,6-dimethoxypyrimidin-2-yl)oxy]-2-methylindol-4-carboxylate was dissolved in 25 ml of acetonitrile, and the solution was cooled to -30° C. 16.3 ml of a 0.5M sulfolane solution of nitronium tetrafluoroborate was dropwise added thereto, and the mixture was stirred for 5 hours. After adding 2 ml of aqueous ammonia, the mixture was returned to room temperature and extracted with ethyl acetate. The organic layer was washed with water and then dried over anhydrous sodium sulfate. C... Reactants: NC1=CC2=CN(N=C2C=C1)C1=CC=C(C=C1)[N+](=O)[O-] (5-amino-2-(4-nitrophenyl)indazole), O1CCN(CC1)C1=CC=C(C(=O)[O-])C=C1 (4-morpholinobenzoate). Yields the product O1CCN(CC1)C1=CC=C(C(=O)NC2=CC3=CN(N=C3C=C2)C2=CC=C(C=C2)[N+](=O)[O-])C=C1 (4-Morpholino-N-(2-(4-nitrophenyl)-2H-indazol-5-yl)benzamide). RXN SMILES: [NH2:1][C:2]1[CH:10]=[CH:9][C:8]2[C:4](=[CH:5][N:6]([C:11]3[CH:16]=[CH:15][C:14]([N+:17]([O-:19])=[O:18])=[CH:13][CH:12]=3)[N:7]=2)[CH:3]=1.[O:20]1[CH2:25][CH2:24][N:23]([C:26]2[CH:34]=[CH:33][C:29]([C:30]([O-])=[O:31])=[CH:28][CH:27]=2)[CH2:22][CH2:21]1>>[O:20]1[CH2:21][CH2:22][N:23]([C:26]2[CH:27]=[CH:28][C:29]([C:30]([NH:1][C:2]3[CH:10]=[CH:9][C:8]4[C:4](=[CH:5][N:6]([C:11]5[CH:12]=[CH:13][C:14]([N+:17]([O-:19])=[O:18])=[CH:15][CH:16]=5)[N:7]=4)[CH:3]=3)=[O:31])=[CH:33][CH:34]=2)[CH2:24][CH2:25]1. Procedure: Compound 540 was prepared according to the procedure described in Scheme IV from 5-amino-2-(4-nitrophenyl)indazole and 4-morpholinobenzoate. [M+H]+ calcd for C24H21N5O4: 444.16; found: 444.27. The reactants are ClC1=NC(=NC(=C1)OC)SC (4-Chloro-6-methoxy-2-(methylthio)pyrimidine), C(=O)(OC(C)(C)C)N1C[C@@H](CCC1)N ((R)-1-Boc-3-aminopiperidine), TEA. Solvent: C(C)O (ethanol). Run at temperature 130 celsius. Product: COC1=CC(=NC(=N1)SC)N[C@H]1CN(CCC1)C(=O)OC(C)(C)C ((R)-Tert-butyl 3-(6-methoxy-2-(methylthio)pyrimidin-4-ylamino)piperidine-1-carboxylate). As a reaction SMILES: Cl[C:2]1[CH:7]=[C:6]([O:8][CH3:9])[N:5]=[C:4]([S:10][CH3:11])[N:3]=1.[C:12]([N:19]1[CH2:24][CH2:23][CH2:22][C@@H:21]([NH2:25])[CH2:20]1)([O:14][C:15]([CH3:18])([CH3:17])[CH3:16])=[O:13]>C(O)C>[CH3:9][O:8][C:6]1[N:5]=[C:4]([S:10][CH3:11])[N:3]=[C:2]([NH:25][C@@H:21]2[CH2:22][CH2:23][CH2:24][N:19]([C:12]([O:14][C:15]([CH3:18])([CH3:17])[CH3:16])=[O:13])[CH2:20]2)[CH:7]=1. Procedure details: Compound 2 (3.6 g, 18.9 mmol) and (R)-1-Boc-3-aminopiperidine (9.45 g, 47.2 mmol) were dissolved in ethanol (50 mL) and TEA (10.5 mL, 76 mmol) was added. The reaction was sealed and heated to 130° C. for 72 h. The orange solution was concentrated and the residue was purified by column chromatography on silica gel, eluting with EtOAc/hexane to give the title compound as a white foam. 1H NMR (CDCl3) δ 5.40 (s, 1H), 4.78 (br s, 1H), 3.88 (s, 3H), 3.84-3.81 (m, 1H), 3.58-3.56 (m, 2H), 3.17-3.05 (m, ... The reactants are F[B-](F)(F)F, [Li]C(C)(C)C, COC1C=CC(=O)O1, CCCCC, CC(C)[S+](c1ccccc1)c1ccccc1, [Na+], C1CCOC1, O=P([O-])(O)O. The product is c1ccc(Sc2ccccc2)cc1. As a reaction SMILES: [B-:6]([F:7])([F:8])([F:9])[F:10].[C:1]([Li:2])([CH3:3])([CH3:4])[CH3:5].[CH3:27][O:28][CH:29]1[O:30][C:31](=[O:32])[CH:33]=[CH:34]1.[CH3:41][CH2:42][CH2:43][CH2:44][CH3:45].[CH:11]([CH3:12])([CH3:13])[S+:14]([c:15]1[cH:16][cH:17][cH:18][cH:19][cH:20]1)[c:21]1[cH:22][cH:23][cH:24][cH:25][cH:26]1.[Na+:40].[O:46]1[CH2:47][CH2:48][CH2:49][CH2:50]1.[P:35]([OH:36])([OH:37])([O-:38])=[O:39]>>[S:14]([c:15]1[cH:16][cH:17][cH:18][cH:19][cH:20]1)[c:21]1[cH:22][cH:23][cH:24][cH:25][cH:26]1. The reactants are [OH-].[Na+] (NaOH), NC1C(NC2=C(CC1)C=C(C=C2)C(=O)OC)=O (3-Amino-7-carbomethoxy-2,3,4,5-tetrahydro-1H-1-benzazepin-2-one), [Na+].[Cl-] (NaCl), Cl (HCl). Run in O (H2O), O (H2O), CO (MeOH). Yields the product NC1C(NC2=C(CC1)C=C(C=C2)C(=O)O)=O (3-Amino-7-carboxy-2,3,4,5-tetrahydro-1H-1-benzazepin-2-one). Reaction SMILES: [OH-].[Na+].[NH2:3][CH:4]1[CH2:10][CH2:9][C:8]2[CH:11]=[C:12]([C:15]([O:17]C)=[O:16])[CH:13]=[CH:14][C:7]=2[NH:6][C:5]1=[O:19].Cl.[Na+].[Cl-]>O.CO>[NH2:3][CH:4]1[CH2:10][CH2:9][C:8]2[CH:11]=[C:12]([C:15]([OH:17])=[O:16])[CH:13]=[CH:14][C:7]=2[NH:6][C:5]1=[O:19] |f:0.1,4.5|. Procedure: A solution of NaOH (0.44 g, 11 mmol) in H2O (12 mL) was added to a suspension of 3amino-7-methoxy-2,3,4,5-tetrahydro-1H-1-benzazepin-2-one 6 (1.72 g, 7.34 mmol) in H2O (100 mL) and MeOH (20 mL). After 5 h the resulting solution was neutralized with HCl (1M, 11 mL) and concentrated to give 7 (2.41 g, theoretically containing approx. 33% NaCl by weight). LRMS (ES), [M+H] m/z=221. ##STR34##